describe an organic reaction: reactants, conditions, products, and yield From a dataset of the Open Reaction Database (ORD), a public repository of structured organic reaction records. The reactants are C(#CCC)C=1C=C(S(=O)(=O)[O-])C=CC1C (3-butynyltosylate), CN(C=O)C (DMF), O (water), C(=O)(O)[O-].[Na+] (NaHCO3), ClC1=CC=C(C=C1)CC1CCNCC1 (4-[(4-chlorophenyl)methyl]piperidine), CN(C=O)C (dimethylformamide). Reaction conditions: temperature 0 celsius. Yields the product C(CC#C)N1CCC(CC1)C1=CC=C(C=C1)Cl (1-(3-butynyl)-4-(4-chlorophenyl)piperidine). Reaction SMILES: [C:1]([O-])(O)=O.[Na+].[Cl:6][C:7]1[CH:12]=[CH:11][C:10]([CH2:13][CH:14]2CCNCC2)=[CH:9][CH:8]=1.[C:20]([C:24]1C=C(C=CC=1C)S([O-])(=O)=O)#[C:21]CC.O.[CH3:36][N:37]([CH3:40])[CH:38]=O>>[CH2:36]([N:37]1[CH2:40][CH2:14][CH:13]([C:10]2[CH:9]=[CH:8][C:7]([Cl:6])=[CH:12][CH:11]=2)[CH2:1][CH2:38]1)[CH2:24][C:20]#[CH:21] |f:0.1|. Procedure details: A suspension of NaHCO3 (4 g) and 4-[(4-chlorophenyl)methyl]piperidine (18 mmol) in dimethylformamide (DMF) (25 mL) is stirred under a N2 atm at 0° C., and treated dropwise with 3-butynyltosylate (20 mmol) as a solution in DMF (50 mL). The reaction mixture is heated at 80° C. and stirred an additional 18 hours. After cooling the reaction mixture is stirred vigorously with the addition of water (200 mL), and then extracted with ethyl acetate. The organic layer is dried over magnesium sulfate, filt... Starting materials: [Br-], C1CCOC1, C[Mg+], COc1ncc(Nc2ncc(C(C)=O)cc2-c2nc(C)nc(N)n2)cc1F. The product is COc1ncc(Nc2ncc(C(C)(C)O)cc2-c2nc(C)nc(N)n2)cc1F. RXN SMILES: [Br-:28].[CH2:31]1[O:32][CH2:33][CH2:34][CH2:35]1.[CH3:29][Mg+:30].[NH2:1][c:2]1[n:3][c:4](-[c:9]2[cH:10][c:11]([C:25]([CH3:26])=[O:27])[cH:12][n:13][c:14]2[NH:15][c:16]2[cH:17][n:18][c:19]([O:23][CH3:24])[c:20]([F:22])[cH:21]2)[n:5][c:6]([CH3:8])[n:7]1>>[NH2:1][c:2]1[n:3][c:4](-[c:9]2[cH:10][c:11]([C:25]([CH3:26])([OH:27])[CH3:29])[cH:12][n:13][c:14]2[NH:15][c:16]2[cH:17][n:18][c:19]([O:23][CH3:24])[c:20]([F:22])[cH:21]2)[n:5][c:6]([CH3:8])[n:7]1.